From a dataset of the Open Reaction Database (ORD), a public repository of structured organic reaction records. describe an organic reaction: reactants, conditions, products, and yield The reactants are N[C@]12[C@@H]([C@H]3CC[C@@H]4[C@]5(CC=C(C([C@@H]5CC[C@]4([C@@]3(CC1)C)C)(C)C)C1=CC=C(C(=O)OC)C=C1)C)[C@@H](CC2)C(=C)C (methyl 4-((1R,3aS,5aR,5bR,7aR,11aS,11bR,13aR,13bR)-3a-amino-5a,5b,8,8,11a-pentamethyl-1-(prop-1-en-2-yl)-2,3,3a,4,5,5a,5b,6,7,7a,8,11,11a,11b,12,13,13a,13b-octadecahydro-1H-cyclopenta[a]chrysen-9-yl)benzoate), CN(CCC(=O)N[C@]12[C@@H]([C@H]3CC[C@@H]4[C@]5(CC=C(C([C@@H]5CC[C@]4([C@@]3(CC1)C)C)(C)C)C1=CC=C(C(=O)O)C=C1)C)[C@@H](CC2)C(=C)C)C (4-((1R,3aS,5aR,5bR,7aR,11aS,11bR,13aR,13bR)-3a-(3-(dimethylamino)propanamido)-5a,5b,8,8,11a-pentamethyl-1-(prop-1-en-2-yl)-2,3,3a,4,5,5a,5b,6,7,7a,8,11,11a,11b,12,13,13a,13b-octadecahydro-1H-cyclopenta[a]chrysen-9-yl)benzoic acid), N1(N=NN=C1)CC(=O)O (1-H-tetrazole-1-acetic acid). The product is N1(N=NN=C1)CC(=O)N[C@]12[C@@H]([C@H]3CC[C@@H]4[C@]5(CC=C(C([C@@H]5CC[C@]4([C@@]3(CC1)C)C)(C)C)C1=CC=C(C(=O)O)C=C1)C)[C@@H](CC2)C(=C)C (4-((1R,3aS,5aR,5bR,7aR,11aS,11bR,13aR,13bR)-3a-(2-(1H-tetrazol-1-yl)acetamido)-5a,5b,8,8,11a-pentamethyl-1-(prop-1-en-2-yl)-2,3,3a,4,5,5a,5b,6,7,7a,8,11,11a,11b,12,13,13a,13b-octadecahydro-1H-cyclopenta[a]chrysen-9-yl)benzoic acid). Yield: 33.0%. Reaction SMILES: [NH2:1][C@:2]12[CH2:37][CH2:36][C@@H:35]([C:38]([CH3:40])=[CH2:39])[C@@H:3]1[C@@H:4]1[C@@:17]([CH3:20])([CH2:18][CH2:19]2)[C@@:16]2([CH3:21])[C@@H:7]([C@:8]3([CH3:34])[C@@H:13]([CH2:14][CH2:15]2)[C:12]([CH3:23])([CH3:22])[C:11]([C:24]2[CH:33]=[CH:32][C:27]([C:28]([O:30]C)=[O:29])=[CH:26][CH:25]=2)=[CH:10][CH2:9]3)[CH2:6][CH2:5]1.CN(C)CCC(N[C@]12CC[C@@H](C(C)=C)[C@@H]1[C@@H]1[C@@](C)(CC2)[C@@]2(C)[C@@H]([C@]3(C)[C@@H](CC2)C(C)(C)C(C2C=CC(C(O)=O)=CC=2)=CC3)CC1)=O.[N:87]1([CH2:92][C:93]([OH:95])=O)[CH:91]=[N:90][N:89]=[N:88]1>>[N:87]1([CH2:92][C:93]([NH:1][C@:2]23[CH2:37][CH2:36][C@@H:35]([C:38]([CH3:40])=[CH2:39])[C@@H:3]2[C@@H:4]2[C@@:17]([CH3:20])([CH2:18][CH2:19]3)[C@@:16]3([CH3:21])[C@@H:7]([C@:8]4([CH3:34])[C@@H:13]([CH2:14][CH2:15]3)[C:12]([CH3:23])([CH3:22])[C:11]([C:24]3[CH:25]=[CH:26][C:27]([C:28]([OH:30])=[O:29])=[CH:32][CH:33]=3)=[CH:10][CH2:9]4)[CH2:6][CH2:5]2)=[O:95])[CH:91]=[N:90][N:89]=[N:88]1. Procedure: The title compound was prepared in 33% yield from methyl 4-((1R,3aS,5aR,5bR,7aR,11aS,11bR,13aR,13bR)-3a-amino-5a,5b,8,8,11a-pentamethyl-1-(prop-1-en-2-yl)-2,3,3a,4,5,5a,5b,6,7,7a,8,11,11a,11b,12,13,13a,13b-octadecahydro-1H-cyclopenta[a]chrysen-9-yl)benzoate following the same procedure as described for the preparation of 4-((1R,3aS,5aR,5bR,7aR,11aS,11bR,13aR,13bR)-3a-(3-(dimethylamino)propanamido)-5a,5b,8,8,11a-pentamethyl-1-(prop-1-en-2-yl)-2,3,3a,4,5,5a,5b,6,7,7a,8,11,11a,11b,12,13,13a,13b-oct...